From a dataset of the Open Reaction Database (ORD), a public repository of structured organic reaction records. describe an organic reaction: reactants, conditions, products, and yield The reactants are C(C)(=O)NC=1C=C(C=CC1)O (3-acetamidophenol), CNC (dimethylamine), C=O (formalin). Solvent: CO (methanol). The product is C(C)(=O)NC=1C=CC(=C(C1)O)CN(C)C (5-acetamido-2-[(N,N-dimethylamino)-methyl]phenol). Yield: 66.6%. RXN SMILES: [C:1]([NH:4][C:5]1[CH:6]=[C:7]([OH:11])[CH:8]=[CH:9][CH:10]=1)(=[O:3])[CH3:2].[CH3:12][NH:13][CH3:14].[CH2:15]=O>CO>[C:1]([NH:4][C:5]1[CH:10]=[CH:9][C:8]([CH2:12][N:13]([CH3:15])[CH3:14])=[C:7]([OH:11])[CH:6]=1)(=[O:3])[CH3:2]. Reported procedure: To a solution of 30.5 g (202 mmol) of 3-acetamidophenol in 27.5 g (244 mmol) of 40% dimethylamine and 25 ml of methanol, was added 16.4 g (202 mmol) of 37% formalin. The reaction mixture was placed in an ice bath just after the precipitate formed (ABOUT 15 minutes). The white precipitate was filtered after 15-30 minutes, washed with cold water, and air-dried to give 28.0 g (67% yield) of 5-acetamido-2-[(N,N-dimethylamino)-methyl]phenol.